Dataset: the Open Reaction Database (ORD), a public repository of structured organic reaction records. Task: describe an organic reaction: reactants, conditions, products, and yield Yields the product ClC1=NC=C(C(=N1)N1C=CC2=CC=CC=C12)F (1-(2-chloro-5-fluoro-pyrimidin-4-yl)-1H-indole). The reactants are O (water), N1C=CC2=CC=CC=C12 (Indole), [H-].[Na+] (NaH), ClC1=NC=C(C(=N1)Cl)F (2,4-Dichloro-5-fluoro-pyrimidine). Run at time 15 minute. The solvent is CN(C)C=O (DMF). As a reaction SMILES: [NH:1]1[C:9]2[C:4](=[CH:5][CH:6]=[CH:7][CH:8]=2)[CH:3]=[CH:2]1.[H-].[Na+].[Cl:12][C:13]1[N:18]=[C:17](Cl)[C:16]([F:20])=[CH:15][N:14]=1.O>CN(C=O)C>[Cl:12][C:13]1[N:18]=[C:17]([N:1]2[C:9]3[C:4](=[CH:5][CH:6]=[CH:7][CH:8]=3)[CH:3]=[CH:2]2)[C:16]([F:20])=[CH:15][N:14]=1 |f:1.2|. Procedure details: Indole (1.0 g, 8.54 mmol) was added in portions to a suspension of NaH (0.358 g, 8.96 mmol) in DMF (10 mL) at 0° C. under N2 and stirred for 15 minutes at RT. 2,4-Dichloro-5-fluoro-pyrimidine (1.49 g, 8.96 mmol) was then added in portions and allowed to stir at RT overnight. The reaction mixture was poured into cold water, extracted into DCM, washed in brine, dried with Na2SO4, filtered, and dried in vacuo to obtain an oil. The residue was purified using flash chromatography on a silica column e... Starting materials: CCOC(CCCl)OCC, COc1cccc(CCO)c1OC, Cl, O. The product is COc1ccc2c(c1OC)CCOC2CCCl. RXN SMILES: [CH2:14]([O:15][CH:17]([O:16][CH2:21][CH3:22])[CH2:18][CH2:19][Cl:20])[CH3:23].[CH3:1][O:2][c:3]1[c:4]([CH2:5][CH2:6][OH:7])[cH:8][cH:9][cH:10][c:11]1[O:12][CH3:13].[ClH:24].[OH2:25]>>[CH3:1][O:2][c:3]1[c:4]2[c:8]([cH:9][cH:10][c:11]1[O:12][CH3:13])[CH:17]([CH2:18][CH2:19][Cl:20])[O:7][CH2:6][CH2:5]2. Reactants: CC(=O)N1CC(=O)NC(=Cc2ccccc2)C1=O, O=C([O-])[O-], CI, [Na+], [Na+], CN(C)C=O. Yields the product CC(=O)N1CC(=O)N(C)C(=Cc2ccccc2)C1=O. As a reaction SMILES: [C:1]([CH3:2])(=[O:3])[N:4]1[C:5](=[O:18])[C:6](=[CH:11][c:12]2[cH:13][cH:14][cH:15][cH:16][cH:17]2)[NH:7][C:8](=[O:10])[CH2:9]1.[C:21](=[O:22])([O-:23])[O-:24].[CH3:19][I:20].[Na+:25].[Na+:26].[O:27]=[CH:28][N:29]([CH3:30])[CH3:31]>>[C:1]([CH3:2])(=[O:3])[N:4]1[C:5](=[O:18])[C:6](=[CH:11][c:12]2[cH:13][cH:14][cH:15][cH:16][cH:17]2)[N:7]([CH3:21])[C:8](=[O:10])[CH2:9]1. The reactants are C(Cl)Cl (methylene chloride), S1C=C(C=C1)C=1C=C(OCCOCCO)C=CC1 (2-[2-[3-(3-thienyl)phenoxy]ethoxy]ethanol), [Cr](=O)(=O)([O-])Cl.[NH+]1=CC=CC=C1 (pyridinium chlorochromate), C(C)(=O)[O-].[Na+] (sodium acetate), ( 4A ), C(Cl)Cl (methylene chloride). Run in C(C)OCC (ethyl ether). Reaction conditions: time 1.5 hour. Yields the product S1C=C(C=C1)C=1C=C(OCCOCC=O)C=CC1 (2-[3-(3-thienyl)phenoxy]ethoxyacetaldehyde). Isolated yield 36.0%. Reaction SMILES: C(Cl)Cl.[S:4]1[CH:8]=[CH:7][C:6]([C:9]2[CH:10]=[C:11]([CH:19]=[CH:20][CH:21]=2)[O:12][CH2:13][CH2:14][O:15][CH2:16][CH2:17][OH:18])=[CH:5]1.[Cr](Cl)([O-])(=O)=O.[NH+]1C=CC=CC=1.C([O-])(=O)C.[Na+]>C(OCC)C>[S:4]1[CH:8]=[CH:7][C:6]([C:9]2[CH:10]=[C:11]([CH:19]=[CH:20][CH:21]=2)[O:12][CH2:13][CH2:14][O:15][CH2:16][CH:17]=[O:18])=[CH:5]1 |f:2.3,4.5|. Procedure: A methylene chloride solution (2 ml) of 126 mg of 2-[2-[3-(3-thienyl)phenoxy]ethoxy]ethanol is added to a mixed solution of 352 mg of pyridinium chlorochromate, 274 mg of sodium acetate, 130 mg of molecular sieves (4A) and 5 ml of methylene chloride, the mixture is stirred at room temperature for 1.5 hours, the reaction solution is diluted with ethyl ether, silica gel is added, and the insoluble matters are removed by filtration. The filtrate is concentrated under reduced pressure, and the resid... Product: [Br-], O=C(CCN1CCN(c2ccccc2)CC1)Nc1ccccc1C[P+](c1ccccc1)(c1ccccc1)c1ccccc1. Reactants: [Br-], CC#N, O=C(CCCl)Nc1ccccc1C[P+](c1ccccc1)(c1ccccc1)c1ccccc1, c1ccc(N2CCNCC2)cc1. RXN SMILES: [Br-:1].[CH3:46][C:47]#[N:48].[Cl:2][CH2:3][CH2:4][C:5](=[O:6])[NH:7][c:8]1[c:9]([CH2:10][P+:11]([c:12]2[cH:13][cH:14][cH:15][cH:16][cH:17]2)([c:18]2[cH:19][cH:20][cH:21][cH:22][cH:23]2)[c:24]2[cH:25][cH:26][cH:27][cH:28][cH:29]2)[cH:30][cH:31][cH:32][cH:33]1.[c:34]1([N:40]2[CH2:41][CH2:42][NH:43][CH2:44][CH2:45]2)[cH:35][cH:36][cH:37][cH:38][cH:39]1>>[Br-:1].[CH2:3]([CH2:4][C:5](=[O:6])[NH:7][c:8]1[c:9]([CH2:10][P+:11]([c:12]2[cH:13][cH:14][cH:15][cH:16][cH:17]2)([c:18]2[cH:19][cH:20][cH:21][cH:22][cH:23]2)[c:24]2[cH:25][cH:26][cH:27][cH:28][cH:29]2)[cH:30][cH:31][cH:32][cH:33]1)[N:43]1[CH2:42][CH2:41][N:40]([c:34]2[cH:35][cH:36][cH:37][cH:38][cH:39]2)[CH2:45][CH2:44]1. Reactants: ClC=1C=CC2=C(NC(C3=C(N2C)C=CC=C3)=S)C1 (8-chloro-5-methyl-5,10-dihydro-dibenzo[b,e][1,4]diazepin-11-thione), NCC=1C=NC=CC1 (3-(aminomethyl)pyridine). The solvent is C(C)OCCO (2-ethoxyethanol). The product is ClC=1C=CC2=C(N=C(C3=C(N2C)C=CC=C3)NCC=3C=NC=CC3)C1 ((8-Chloro-5-methyl-5H-dibenzo[b,e][1,4]diazepin-11-yl)-pyridin-3-ylmethyl-amine). Yield: 38.2%. Reaction SMILES: [Cl:1][C:2]1[CH:3]=[CH:4][C:5]2[N:11]([CH3:12])[C:10]3[CH:13]=[CH:14][CH:15]=[CH:16][C:9]=3[C:8](=S)[NH:7][C:6]=2[CH:18]=1.[NH2:19][CH2:20][C:21]1[CH:22]=[N:23][CH:24]=[CH:25][CH:26]=1>C(OCCO)C>[Cl:1][C:2]1[CH:3]=[CH:4][C:5]2[N:11]([CH3:12])[C:10]3[CH:13]=[CH:14][CH:15]=[CH:16][C:9]=3[C:8]([NH:19][CH2:20][C:21]3[CH:22]=[N:23][CH:24]=[CH:25][CH:26]=3)=[N:7][C:6]=2[CH:18]=1. Procedure details: A solution of 329 mg (1.2 mmol) of 8-chloro-5-methyl-5,10-dihydro-dibenzo[b,e][1,4]diazepin-11-thione (Hunziker F., et al., Helv. Chim. Acta, 50:1588 (1967)) in 10 mL of 2-ethoxyethanol was treated with 0.3 mL (2.4 mmol) of 3-(aminomethyl)pyridine and heated at reflux overnight. The solvent was removed under reduced pressure and the residue taken up in EtOAc and washed three times with H2O, then saturated NaHCO3 solution and saturated NaCl solution. Drying over MgSO4 and removal of the solvent u...